From a dataset of the Open Reaction Database (ORD), a public repository of structured organic reaction records. describe an organic reaction: reactants, conditions, products, and yield The reactants are C(CCCCCCCCCCC)C=1N=NN(N1)CC(=O)OCC (ethyl 5-dodecyl-2H-tetrazole-2-acetate), C(CCCCCCCCC)C=1N=NN(N1)C(C(=O)OCC)C1=CC=CC=C1 (ethyl (±)-5-decyl-α-phenyl-2H-tetrazole-2-acetate). Product: C(CCCCCCCCCCC)C=1N=NN(N1)CC(=O)O (5-dodecyl-2H-tetrazole-2-acetic acid). Reaction SMILES: [CH2:1]([C:13]1[N:14]=[N:15][N:16]([CH2:18][C:19]([O:21]CC)=[O:20])[N:17]=1)[CH2:2][CH2:3][CH2:4][CH2:5][CH2:6][CH2:7][CH2:8][CH2:9][CH2:10][CH2:11][CH3:12].C(C1N=NN(C(C2C=CC=CC=2)C(OCC)=O)N=1)CCCCCCCCC>>[CH2:1]([C:13]1[N:14]=[N:15][N:16]([CH2:18][C:19]([OH:21])=[O:20])[N:17]=1)[CH2:2][CH2:3][CH2:4][CH2:5][CH2:6][CH2:7][CH2:8][CH2:9][CH2:10][CH2:11][CH3:12]. Procedure: When in the general procedure of Example 79 an appropriate amount of ethyl 5-dodecyl-2H-tetrazole-2-acetate was substituted for ethyl (±)-5-decyl-α-phenyl-2H-tetrazole-2-acetate, the title compound was obtained, mp 89°-91° C. Reactants: C#CCBr, CN(C)C=O, [H-], [Na+], CC(=O)Nc1cccc(-c2ccc3nncn3n2)c1. Product: C#CCN(C(C)=O)c1cccc(-c2ccc3nncn3n2)c1. As a reaction SMILES: [CH2:22]([C:23]#[CH:24])[Br:25].[CH3:26][N:27]([CH3:28])[CH:29]=[O:30].[H-:20].[Na+:21].[n:1]1[n:2][cH:3][n:4]2[n:5][c:6](-[c:10]3[cH:11][c:12]([NH:16][C:17]([CH3:18])=[O:19])[cH:13][cH:14][cH:15]3)[cH:7][cH:8][c:9]12>>[n:1]1[n:2][cH:3][n:4]2[n:5][c:6](-[c:10]3[cH:11][c:12]([N:16]([C:17]([CH3:18])=[O:19])[CH2:24][C:23]#[CH:22])[cH:13][cH:14][cH:15]3)[cH:7][cH:8][c:9]12. Starting materials: CCOC(=O)Cc1ccc(B2OC(C)(C)C(C)(C)O2)cc1, Cc1noc(-c2ccc(Br)cc2)c1NC(=O)OC(C)c1cccc(O)c1. The product is CCOC(=O)Cc1ccc(-c2ccc(-c3onc(C)c3NC(=O)OC(C)c3cccc(O)c3)cc2)cc1. As a reaction SMILES: [CH2:27]([CH3:28])[O:29][C:30]([CH2:31][c:32]1[cH:33][cH:34][c:35]([B:38]2[O:39][C:40]([CH3:41])([CH3:42])[C:43]([CH3:44])([CH3:45])[O:46]2)[cH:36][cH:37]1)=[O:47].[OH:1][c:2]1[cH:3][c:4]([CH:8]([CH3:9])[O:10][C:11]([NH:12][c:13]2[c:14]([CH3:25])[n:15][o:16][c:17]2-[c:18]2[cH:19][cH:20][c:21]([Br:24])[cH:22][cH:23]2)=[O:26])[cH:5][cH:6][cH:7]1>>[OH:1][c:2]1[cH:3][c:4]([CH:8]([CH3:9])[O:10][C:11]([NH:12][c:13]2[c:14]([CH3:25])[n:15][o:16][c:17]2-[c:18]2[cH:19][cH:20][c:21](-[c:35]3[cH:34][cH:33][c:32]([CH2:31][C:30]([O:29][CH2:27][CH3:28])=[O:47])[cH:37][cH:36]3)[cH:22][cH:23]2)=[O:26])[cH:5][cH:6][cH:7]1. Starting materials: C(C)(C)(C)OC(NC1=C(C=CC(=C1)OC1=NC=C(C=C1)N)F)=O (tert-butyl{5-[(5-aminopyridin-2-yl)oxy]-2-fluorophenyl}carbamate), [S-]C#N.[K+] (potassium thiocyanate), BrBr (bromine). Solvent: C(C)(=O)O (acetic acid). Reaction conditions: time 8 hour. Product: C(C)(C)(C)OC(NC1=C(C=CC(=C1)OC1=CC=C2C(=N1)SC(=N2)N)F)=O (tert-butyl{5-[(2-amino[1,3]thiazolo[5,4-b]pyridin-5-yl)oxy]-2-fluorophenyl}carbamate). Isolated yield 90.4%. As a reaction SMILES: [C:1]([O:5][C:6](=[O:23])[NH:7][C:8]1[CH:13]=[C:12]([O:14][C:15]2[CH:20]=[CH:19][C:18]([NH2:21])=[CH:17][N:16]=2)[CH:11]=[CH:10][C:9]=1[F:22])([CH3:4])([CH3:3])[CH3:2].[S-:24][C:25]#[N:26].[K+].BrBr>C(O)(=O)C>[C:1]([O:5][C:6](=[O:23])[NH:7][C:8]1[CH:13]=[C:12]([O:14][C:15]2[N:16]=[C:17]3[S:24][C:25]([NH2:26])=[N:21][C:18]3=[CH:19][CH:20]=2)[CH:11]=[CH:10][C:9]=1[F:22])([CH3:4])([CH3:2])[CH3:3] |f:1.2|. Procedure details: To a solution of tert-butyl{5-[(5-aminopyridin-2-yl)oxy]-2-fluorophenyl}carbamate (3.00 g, 9.4 mmol) and potassium thiocyanate (3.93 g, 40 mmol) in acetic acid (40 mL) was added dropwise bromine (2.40 g, 15 mmol) under ice-cooling, and the mixture was stirred at room temperature overnight. The yellow insoluble material was filtered off, and the filtrate was concentrated under reduced pressure. To residue was added saturated aqueous sodium hydrogen carbonate solution (200 mL), and the mixture was...